Dataset: the Open Reaction Database (ORD), a public repository of structured organic reaction records. Task: describe an organic reaction: reactants, conditions, products, and yield Starting materials: S1C(=CC=C1)CC(=O)NC1[C@@H]2N(C(=C(CS2)O)C(=O)OC(C2=CC=CC=C2)C2=CC=CC=C2)C1=O (diphenylmethyl 7-[2-(2-thienyl)acetamido]-3-hydroxy-3-cephem-4-carboxylate), CN(C=O)C (dimethylformamide), P(Cl)(Cl)Cl (phosphorus trichloride). Solvent: C(C)(=O)OCC (ethyl acetate). Reaction conditions: time 1.5 hour. Product: S1C(=CC=C1)CC(=O)NC1[C@@H]2N(C(=C(CS2)Cl)C(=O)OC(C2=CC=CC=C2)C2=CC=CC=C2)C1=O (Diphenylmethyl 7-[2-(2-thienyl)acetamido]-3-chloro-3-cephem-4-carboxylate). RXN SMILES: [S:1]1[CH:5]=[CH:4][CH:3]=[C:2]1[CH2:6][C:7]([NH:9][CH:10]1[C:34](=[O:35])[N:12]2[C:13]([C:18]([O:20][CH:21]([C:28]3[CH:33]=[CH:32][CH:31]=[CH:30][CH:29]=3)[C:22]3[CH:27]=[CH:26][CH:25]=[CH:24][CH:23]=3)=[O:19])=[C:14](O)[CH2:15][S:16][C@H:11]12)=[O:8].CN(C)C=O.P(Cl)(Cl)[Cl:42]>C(OCC)(=O)C>[S:1]1[CH:5]=[CH:4][CH:3]=[C:2]1[CH2:6][C:7]([NH:9][CH:10]1[C:34](=[O:35])[N:12]2[C:13]([C:18]([O:20][CH:21]([C:28]3[CH:33]=[CH:32][CH:31]=[CH:30][CH:29]=3)[C:22]3[CH:27]=[CH:26][CH:25]=[CH:24][CH:23]=3)=[O:19])=[C:14]([Cl:42])[CH2:15][S:16][C@H:11]12)=[O:8]. Procedure details: To a solution of 4.2 g. of diphenylmethyl 7-[2-(2-thienyl)acetamido]-3-hydroxy-3-cephem-4-carboxylate in 44 ml. of dry dimethylformamide was added 865 mg. of phosphorus trichloride. The mixture was stirred for 1.5 hours at room temperature and was poured into an ethyl acetate 5% aqueous hydrochloric acid mixture. The ethyl acetate layer was evaporated, was washed with 5% hydrochloric acid, water and was dried. The dried solution was concentrated in vacuo and the product crystallized. The 3-chlor... Reactants: CO, CCCCOC(=O)C1CCCC1C(=O)c1ccc(-c2ccc(Nc3nc4ccc(OC)cc4s3)c(F)c2)cc1, [Na+], [OH-]. Product: COc1ccc2nc(Nc3ccc(-c4ccc(C(=O)C5CCCC5C(=O)O)cc4)cc3F)sc2c1. RXN SMILES: [CH3:42][OH:43].[F:1][c:2]1[cH:3][c:4](-[c:20]2[cH:21][cH:22][c:23]([C:26](=[O:27])[CH:28]3[CH:29]([C:33](=[O:34])[O:35][CH2:36][CH2:37][CH2:38][CH3:39])[CH2:30][CH2:31][CH2:32]3)[cH:24][cH:25]2)[cH:5][cH:6][c:7]1[NH:8][c:9]1[s:10][c:11]2[c:12]([n:13]1)[cH:14][cH:15][c:16]([O:18][CH3:19])[cH:17]2.[Na+:41].[OH-:40]>>[F:1][c:2]1[cH:3][c:4](-[c:20]2[cH:21][cH:22][c:23]([C:26](=[O:27])[CH:28]3[CH:29]([C:33](=[O:34])[OH:35])[CH2:30][CH2:31][CH2:32]3)[cH:24][cH:25]2)[cH:5][cH:6][c:7]1[NH:8][c:9]1[s:10][c:11]2[c:12]([n:13]1)[cH:14][cH:15][c:16]([O:18][CH3:19])[cH:17]2.